From a dataset of the Open Reaction Database (ORD), a public repository of structured organic reaction records. describe an organic reaction: reactants, conditions, products, and yield The reactants are COC1(CCOCC1)C1=CN=C(S1)SC1=CC=C(C=C1)C(C)=O (4'-[5-(4-methoxytetrahydropyran-4-yl)thiazol-2-ylthio]acetophenone), Cl.NO (hydroxylamine hydrochloride). The product is COC1(CCOCC1)C1=CN=C(S1)SC1=CC=C(C=C1)/C(/C)=N/O ((E)-4'-[5-(4-methoxytetrahydropyran-4-yl)thiazol-2-ylthio]acetophenone oxime). Isolated yield 80.0%. RXN SMILES: [CH3:1][O:2][C:3]1([C:9]2[S:13][C:12]([S:14][C:15]3[CH:20]=[CH:19][C:18]([C:21](=O)[CH3:22])=[CH:17][CH:16]=3)=[N:11][CH:10]=2)[CH2:8][CH2:7][O:6][CH2:5][CH2:4]1.Cl.[NH2:25][OH:26]>>[CH3:1][O:2][C:3]1([C:9]2[S:13][C:12]([S:14][C:15]3[CH:20]=[CH:19][C:18](/[C:21](=[N:25]/[OH:26])/[CH3:22])=[CH:17][CH:16]=3)=[N:11][CH:10]=2)[CH2:8][CH2:7][O:6][CH2:5][CH2:4]1 |f:1.2|. Procedure: Using an analogous procedure to that described in Example 15, 4'-[5-(4-methoxytetrahydropyran-4-yl)thiazol-2-ylthio]acetophenone was reacted with hydroxylamine hydrochloride to give (E)-4'-[5-(4-methoxytetrahydropyran-4-yl)thiazol-2-ylthio]acetophenone oxime in 80% yield, m.p. 114°-116° C.; Procedure details: S5 was synthesized by the general method described above. In this synthesis, equimolar quantities of tri-n-butyltin methacrylate (0.1 mole) and stryene (0.1 mole) were reacted with the azo initiator* in 85 ml of toluene for 96 hours. The resultant polymer was a transparent, orange tinted elastomer which could be cast as a film from the toluene solution. Analysis showed 20.90% Sn. Reactants: C(C(=C)C)(=O)[O-].C(CCC)[Sn+](CCCC)CCCC (tri-n-butyltin methacrylate), azo, C1(=CC=CC=C1)C (toluene), Sn, resultant polymer, C1(=CC=CC=C1)C (toluene). The product is C(C(=C)C)(=O)[O-].C(CCC)[Sn+](CCCC)CCCC.C=CC1=CC=CC=C1 (TRI-n-BUTYLTIN METHACRYLATE STYRENE). RXN SMILES: [C:1]([O-:6])(=[O:5])[C:2]([CH3:4])=[CH2:3].[CH2:7]([Sn+:11]([CH2:16][CH2:17][CH2:18][CH3:19])[CH2:12][CH2:13][CH2:14][CH3:15])[CH2:8][CH2:9][CH3:10].[C:20]1([CH3:26])[CH:25]=[CH:24][CH:23]=[CH:22][CH:21]=1>>[C:1]([O-:6])(=[O:5])[C:2]([CH3:4])=[CH2:3].[CH2:16]([Sn+:11]([CH2:7][CH2:8][CH2:9][CH3:10])[CH2:12][CH2:13][CH2:14][CH3:15])[CH2:17][CH2:18][CH3:19].[CH2:1]=[CH:26][C:20]1[CH:25]=[CH:24][CH:23]=[CH:22][CH:21]=1 |f:0.1,3.4.5|. Starting materials: O (water), [H-].[Na+] (Sodium hydride), C(C)OC1=NN(C=C1CCC(=O)OCC)CC1=CC=C(C=C1)O (ethyl 3-[3-ethoxy-1-(4-hydroxybenzyl)-1H-pyrazol-4-yl]propionate), ClCN1N=NC2=C1C=CC=C2 (1-chloromethyl-1H-benzotriazole). The solvent is CN(C=O)C (N,N-dimethylformamide). Reaction conditions: time 1 hour. Yields the product N1(N=NC2=C1C=CC=C2)COC2=CC=C(CN1N=C(C(=C1)CCC(=O)OCC)OCC)C=C2 (ethyl 3-[1-[4-(1H-benzotriazol-1-ylmethoxy)benzyl]-3-ethoxy-1H-pyrazol-4-yl]propionate). Yield: 96.9%. RXN SMILES: [H-].[Na+].[CH2:3]([O:5][C:6]1[C:10]([CH2:11][CH2:12][C:13]([O:15][CH2:16][CH3:17])=[O:14])=[CH:9][N:8]([CH2:18][C:19]2[CH:24]=[CH:23][C:22]([OH:25])=[CH:21][CH:20]=2)[N:7]=1)[CH3:4].Cl[CH2:27][N:28]1[C:32]2[CH:33]=[CH:34][CH:35]=[CH:36][C:31]=2[N:30]=[N:29]1.O>CN(C)C=O>[N:28]1([CH2:27][O:25][C:22]2[CH:21]=[CH:20][C:19]([CH2:18][N:8]3[CH:9]=[C:10]([CH2:11][CH2:12][C:13]([O:15][CH2:16][CH3:17])=[O:14])[C:6]([O:5][CH2:3][CH3:4])=[N:7]3)=[CH:24][CH:23]=2)[C:32]2[CH:33]=[CH:34][CH:35]=[CH:36][C:31]=2[N:30]=[N:29]1 |f:0.1|. Procedure details: Sodium hydride (60%, oily, 60.0 mg) was added to a solution of ethyl 3-[3-ethoxy-1-(4-hydroxybenzyl)-1H-pyrazol-4-yl]propionate (478 mg) and 1-chloromethyl-1H-benzotriazole (251 mg) in N,N-dimethylformamide (10 ml) at, 0° C., and the mixture was stirred at room temperature for 1 hour. The reaction mixture was poured into water, and extracted with ethyl acetate. The ethyl acetate layer was washed with saturated aqueous sodium chloride solution, dried (MgSO4), and concentrated. The residue was sub... Reactants: Nc1ccc(C(=O)c2ccccc2)cc1N, CC(C)S(=O)(=O)Cl, Cl, C1CCOC1, c1ccncc1. Yields the product CC(C)S(=O)(=O)Nc1cc(C(=O)c2ccccc2)ccc1N. As a reaction SMILES: [C:1]([c:2]1[cH:3][cH:4][cH:5][cH:6][cH:7]1)(=[O:8])[c:9]1[cH:10][c:11]([NH2:16])[c:12]([NH2:15])[cH:13][cH:14]1.[CH:22]([CH3:23])([CH3:24])[S:25](=[O:26])(=[O:27])[Cl:28].[ClH:29].[O:17]1[CH2:18][CH2:19][CH2:20][CH2:21]1.[cH:30]1[cH:31][cH:32][n:33][cH:34][cH:35]1>>[C:1]([c:2]1[cH:3][cH:4][cH:5][cH:6][cH:7]1)(=[O:8])[c:9]1[cH:10][c:11]([NH:16][S:25]([CH:22]([CH3:23])[CH3:24])(=[O:26])=[O:27])[c:12]([NH2:15])[cH:13][cH:14]1. Starting materials: BrC1=CC=C2C(=NNC2=C1)C (6-bromo-3-methylindazole), [H-].[Na+] (NaH), ClC1=NC(=NC=C1)N (4-chloropyrimidin-2-amine). Run in CN(C)C=O (DMF). Conditions: time 2 hour. The product is BrC1=CC=C2C(=NN(C2=C1)C1=NC(=NC=C1)N)C (4-(6-bromo-3-methyl-1H-indazol-1-yl)pyrimidin-2-amine). RXN SMILES: [Br:1][C:2]1[CH:10]=[C:9]2[C:5]([C:6]([CH3:11])=[N:7][NH:8]2)=[CH:4][CH:3]=1.[H-].[Na+].Cl[C:15]1[CH:20]=[CH:19][N:18]=[C:17]([NH2:21])[N:16]=1>CN(C=O)C>[Br:1][C:2]1[CH:10]=[C:9]2[C:5]([C:6]([CH3:11])=[N:7][N:8]2[C:15]2[CH:20]=[CH:19][N:18]=[C:17]([NH2:21])[N:16]=2)=[CH:4][CH:3]=1 |f:1.2|. Procedure: To a solution of 6-bromo-3-methylindazole (300 mg, 1.42 mmol) in DMF (6 mL) was added NaH (60% oil suspension) (91 mg, 2.27 mmol) at 0° C. The mixture was stirred at RT for 10 min before addition of 4-chloropyrimidin-2-amine (368 mg, 2.84 mmol). Stirring continued at 60° C. for 2 hr. After standing at RT overnight the reaction mixture was quenched by addition of water (10 mL). The mixture was extracted with EtOAc (2×15 mL). During the process of extraction solid formed was removed by suction fil... The reactants are O (water), [H-].[Na+] (Sodium hydride), NC1=NC=C(C=C1CC1(CCN(CC1)C(=O)OC(C)(C)C)C(=O)OCC)Br (1-tert-butyl 4-ethyl 4-((2-amino-5-bromopyridin-3-yl)methyl)piperidine-1,4-dicarboxylate). Run in C1CCOC1 (THF). Run at time 1 hour. Product: BrC=1C=C2CC3(CCN(CC3)C(=O)OC(C)(C)C)C(NC2=NC1)=O (tert-Butyl 6-bromo-2-oxo-2,4-dihydro-1H-spiro[[1,8]naphthyridine-3,4′-piperidine]-1′-carboxylate), solid. Isolated yield 78.0%. RXN SMILES: [H-].[Na+].[NH2:3][C:4]1[C:9]([CH2:10][C:11]2([C:24]([O:26]CC)=O)[CH2:16][CH2:15][N:14]([C:17]([O:19][C:20]([CH3:23])([CH3:22])[CH3:21])=[O:18])[CH2:13][CH2:12]2)=[CH:8][C:7]([Br:29])=[CH:6][N:5]=1.O>C1COCC1>[Br:29][C:7]1[CH:8]=[C:9]2[C:4](=[N:5][CH:6]=1)[NH:3][C:24](=[O:26])[C:11]1([CH2:16][CH2:15][N:14]([C:17]([O:19][C:20]([CH3:22])([CH3:21])[CH3:23])=[O:18])[CH2:13][CH2:12]1)[CH2:10]2 |f:0.1|. Reported procedure: Sodium hydride (201 mg, 5.3 mmol) was added to a solution of 1-tert-butyl 4-ethyl 4-((2-amino-5-bromopyridin-3-yl)methyl)piperidine-1,4-dicarboxylate (1.71 g, 3.87 mmol) suspended in THF (17 mL) at room temperature. The reaction mixture was stirred for 1 hour and then diluted by addition of water (50 mL). The resulting precipitate was filtered and washed with pentane. The title compound was obtained as a beige solid (1.2 g, 78%). The reactants are ice, [OH-].[Na+] (NaOH), C(=O)([O-])[O-].[Na+].[Na+] (Na2CO3), N[C@@H]([C@@H](C)CC)C(=O)O (L-isoleucine), HClO4, O (water). Solvent: C(C)(=O)OC(C)(C)C (tert-butyl acetate). Conditions: time 10 day. Yields the product CC(C)(C)OC([C@@H](N)[C@@H](C)CC)=O (L-isoleucine 1,1-dimethylethylester). The yield is 61.0%. Reaction SMILES: [NH2:1][C@H:2]([C:7]([OH:9])=[O:8])[C@H:3]([CH2:5][CH3:6])[CH3:4].O.[OH-].[Na+].C([O-])([O-])=O.[Na+].[Na+]>C(OC(C)(C)C)(=O)C>[CH3:2][C:3]([O:8][C:7](=[O:9])[C@H:2]([C@H:3]([CH2:5][CH3:6])[CH3:4])[NH2:1])([CH3:5])[CH3:4] |f:2.3,4.5.6|. Procedure details: To an ice-bath cooled slurry of L-isoleucine (301.0 g; 2.29 mol) in tert-butyl acetate (2.5 L), 70% aq HClO4 (208 mL, 2.43 mol) was slowly added. The mixture was kept stirring for 10 days at room temperature. Then water (0.5 L) was poured into, followed by cooling in an ice bathand addition of NaOH pellets (100 g) and Na2CO3 (110 g) so that pH turned to basic. The mixture was extracted with EtOAc (4×0.5 L); the combined organic phases were washed with water (2×0.5 L) and brine (0.3 L), at last d... The reactants are [Li+].[BH4-] (LiBH4), S1CCC(CC1)=O (Tetrahydro-2H-thiopyran-4-one), N=1ON=C2C1C=CC(=C2)C(=O)Cl ([2,1,3]-benzoxadiazole-5-carbonylchloride), CN (methylamine), solution. Solvent: C1CCOC1 (THF), O (Water), CO (methanol), C(Cl)(Cl)Cl (chloroform), C(C)O (ethanol). Run at time 1 hour. Product: CN(C(=O)C1=CC=2C(=NON2)C=C1)C1CCSCC1 (N-Methyl-N-(tetrahydro-2H-thiopyran-4-yl)-[2,1,3]-benzoxadiazole-5-carboxamide). Reaction SMILES: [S:1]1[CH2:6][CH2:5][C:4](=O)[CH2:3][CH2:2]1.[CH3:8][NH2:9].[Li+].[BH4-].[N:12]1[O:13][N:14]=[C:15]2[CH:20]=[C:19]([C:21](Cl)=[O:22])[CH:18]=[CH:17][C:16]=12>CO.C(O)C.C1COCC1.C(Cl)(Cl)Cl.O>[CH3:8][N:9]([CH:4]1[CH2:5][CH2:6][S:1][CH2:2][CH2:3]1)[C:21]([C:19]1[CH:18]=[CH:17][C:16]2=[N:12][O:13][N:14]=[C:15]2[CH:20]=1)=[O:22] |f:2.3|. Reported procedure: Tetrahydro-2H-thiopyran-4-one (1.0 g, 8.6 mmol) was dissolved in methanol (40 ml), and methylamine in ethanol (3.3 ml of a 33% solution) was added and the mixture stirred at room temperature for 1 h. The mixture was cooled to −78° C. and a suspension of LiBH4 (0.34 g) in THF (10 ml) was added and stirred for 18 h whilst warming up to room temperature. Water (1 ml) was added and then evaporated and the residue dissolved in chloroform (20 ml). Triethylamine (2 ml) was added and the mixture cooled ... Reactants: CCOC(=O)CCc1ccc(OCc2cccc(-c3c(C)cc(OCCS(=O)(=O)CC)cc3C)c2)cc1F, CC(=O)O, CCOC(C)=O, O, O=S(=O)(O)O. Yields the product CCS(=O)(=O)CCOc1cc(C)c(-c2cccc(COc3ccc(CCC(=O)O)c(F)c3)c2)c(C)c1. Reaction SMILES: [CH2:1]([CH3:2])[S:3](=[O:4])(=[O:5])[CH2:6][CH2:7][O:8][c:9]1[cH:10][c:11]([CH3:38])[c:12](-[c:16]2[cH:17][c:18]([CH2:22][O:23][c:24]3[cH:25][c:26]([F:37])[c:27]([CH2:30][CH2:31][C:32](=[O:33])[O:34][CH2:35][CH3:36])[cH:28][cH:29]3)[cH:19][cH:20][cH:21]2)[c:13]([CH3:15])[cH:14]1.[CH3:39][C:40](=[O:41])[OH:42].[CH3:49][CH2:50][O:51][C:52](=[O:53])[CH3:54].[OH2:43].[S:44](=[O:45])(=[O:46])([OH:47])[OH:48]>>[CH2:1]([CH3:2])[S:3](=[O:4])(=[O:5])[CH2:6][CH2:7][O:8][c:9]1[cH:10][c:11]([CH3:38])[c:12](-[c:16]2[cH:17][c:18]([CH2:22][O:23][c:24]3[cH:25][c:26]([F:37])[c:27]([CH2:30][CH2:31][C:32](=[O:33])[OH:34])[cH:28][cH:29]3)[cH:19][cH:20][cH:21]2)[c:13]([CH3:15])[cH:14]1.